Dataset: the Open Reaction Database (ORD), a public repository of structured organic reaction records. Task: describe an organic reaction: reactants, conditions, products, and yield The reactants are N, [Na+].[BH3-], C1CN(C[C@@H](C1=O)O)S(=O)(=O)C. Reagents/catalysts: c1ccc(cc1)-c2c3ccccc3cc4ccccc24 (9-Phenylanthracene). Run at temperature 25 celsius, time 18 hour. Yields the product CS(=O)(=O)N1CC[C@@H](N)[C@H](O)C1. RXN SMILES: [CH3:1][S:2]([N:5]1[CH2:11][C@H:9]([OH:10])[C:8](=O)[CH2:7][CH2:6]1)(=[O:4])=[O:3].[NH3:12].[BH4-].[Na+]>>[CH3:1][S:2]([N:5]1[CH2:11][C@@H:9]([OH:10])[C@H:8]([NH2:12])[CH2:7][CH2:6]1)(=[O:4])=[O:3].